From a dataset of the Open Reaction Database (ORD), a public repository of structured organic reaction records. describe an organic reaction: reactants, conditions, products, and yield Reactants: ClC=1C2=C(N=CN1)NC(=C2C)CC (4-chloro-6-ethyl-5-methyl-7H-pyrrolo[2,3-d]pyrimidine), NC1=CC2=C(NC(S2)=O)C=C1 (6-amino-1,3-benzothiazol-2(3H)-one), Cl (hydrochloric acid). Run in C(C)OCC (diethyl ether), C(C)O (ethanol), C(C)O (ethanol). Yields the product C(C)C1=C(C2=C(N=CN=C2NC2=CC3=C(NC(S3)=O)C=C2)N1)C (6-[(6-Ethyl-5-methyl-7H-pyrrolo[2,3-d]pyrimidin-4-yl)amino]-1,3-benzothiazol-2(3H)-one). The yield is 85.4%. As a reaction SMILES: Cl[C:2]1[C:3]2[C:10]([CH3:11])=[C:9]([CH2:12][CH3:13])[NH:8][C:4]=2[N:5]=[CH:6][N:7]=1.[NH2:14][C:15]1[CH:24]=[CH:23][C:18]2[NH:19][C:20](=[O:22])[S:21][C:17]=2[CH:16]=1.Cl>C(OCC)C.C(O)C>[CH2:12]([C:9]1[NH:8][C:4]2[N:5]=[CH:6][N:7]=[C:2]([NH:14][C:15]3[CH:24]=[CH:23][C:18]4[NH:19][C:20](=[O:22])[S:21][C:17]=4[CH:16]=3)[C:3]=2[C:10]=1[CH3:11])[CH3:13]. Procedure details: A mixture comprising 60.0 mg (307 μmol) 4-chloro-6-ethyl-5-methyl-7H-pyrrolo[2,3-d]pyrimidine (prepared according to intermediate example 1a), 51 mg 6-amino-1,3-benzothiazol-2(3H)-one (CAS-No: 56354-98-4), 1.75 mL ethanol and 16.9 μL hydrochloric acid (4M in dioxane) was reacted at 110° C. for 10 hours. The residue was digested in a mixture of diethyl ether and ethanol and dried to give 85.3 mg (85%) of the title compound. Reported procedure: The 18% solution of dihydro-3-(o-nitrobenzoyl)-2(3H)furanone in toluene obtained in Example 5 (450 g, 0.34 mole furanone) is treated, with stirring, with 37% HCl (48 g, 0.60 mole HCl), heated at reflux temperature for 6-11 hours, until reaction is complete by LC analysis, cooled to 35°-45° C. and allowed to settle. The phases are separated to give the title product as a toluene solution, 425 g. The product solution is used as is in Example 7. As a reaction SMILES: [N+:1]([C:4]1[CH:17]=[CH:16][CH:15]=[CH:14][C:5]=1[C:6]([CH:8]1[CH2:12][CH2:11]OC1=O)=[O:7])([O-:3])=[O:2].[ClH:18]>>[Cl:18][CH2:11][CH2:12][CH2:8][C:6]([C:5]1[CH:14]=[CH:15][CH:16]=[CH:17][C:4]=1[N+:1]([O-:3])=[O:2])=[O:7]. Product: ClCCCC(=O)C1=C(C=CC=C1)[N+](=O)[O-] (4-chloro-2'-nitrobutyrophenone). Starting materials: solution, [N+](=O)([O-])C1=C(C(=O)C2C(OCC2)=O)C=CC=C1 (dihydro-3-(o-nitrobenzoyl)-2(3H)furanone), [N+](=O)([O-])C1=C(C(=O)C2C(OCC2)=O)C=CC=C1 (dihydro-3-(o-nitrobenzoyl)-2(3H)-furanone), Cl (HCl). Yields the product C(C1=CC=CC=C1)OC1=CC=C(C=O)C=C1 (4-benzyloxybenzaldehyde). Procedure details: In 80 ml of dimethylformamide was dissolved 12.22 g of p-hydroxybenzaldehyde, and 17.66 g of anhydrous potassium carbonate and 13.0 ml of benzyl bromide were added to the solution and the mixture was stirred at room temperature in a nitrogen current for 1 hour. After the reaction, water was added to the reaction mixture and the formed precipitate was recovered by filtration and recrystallized from a dichloromethane/hexane mixed solvent to obtain 20.07 g (yield=94.6%) of 4-benzyloxybenzaldehyde i... Reaction conditions: time 1 hour. Run in CN(C=O)C (dimethylformamide). As a reaction SMILES: [OH:1][C:2]1[CH:9]=[CH:8][C:5]([CH:6]=[O:7])=[CH:4][CH:3]=1.C(=O)([O-])[O-].[K+].[K+].[CH2:16](Br)[C:17]1[CH:22]=[CH:21][CH:20]=[CH:19][CH:18]=1.O>CN(C)C=O>[CH2:16]([O:1][C:2]1[CH:9]=[CH:8][C:5]([CH:6]=[O:7])=[CH:4][CH:3]=1)[C:17]1[CH:22]=[CH:21][CH:20]=[CH:19][CH:18]=1 |f:1.2.3|. Starting materials: OC1=CC=C(C=O)C=C1 (p-hydroxybenzaldehyde), C([O-])([O-])=O.[K+].[K+] (potassium carbonate), C(C1=CC=CC=C1)Br (benzyl bromide), O (water). The yield is 94.6%. The reactants are COC(=O)C1CCC(Br)c2c(-c3ccc(Cl)cc3)noc2C1, C[S-], CN(C)C=O, [Na+]. Yields the product COC(=O)C1CCC(SC)c2c(-c3ccc(Cl)cc3)noc2C1. Reaction SMILES: [Br:1][CH:2]1[CH2:3][CH2:4][CH:5]([C:19](=[O:20])[O:21][CH3:22])[CH2:6][c:7]2[c:8]1[c:9](-[c:12]1[cH:13][cH:14][c:15]([Cl:18])[cH:16][cH:17]1)[n:10][o:11]2.[CH3:23][S-:24].[CH3:26][N:27]([CH3:28])[CH:29]=[O:30].[Na+:25]>>[CH:2]1([S:24][CH3:23])[CH2:3][CH2:4][CH:5]([C:19](=[O:20])[O:21][CH3:22])[CH2:6][c:7]2[c:8]1[c:9](-[c:12]1[cH:13][cH:14][c:15]([Cl:18])[cH:16][cH:17]1)[n:10][o:11]2. The reactants are O1CCC(CC1)O (tetrahydro-2H-pyran-4-ol), BrC=1C=C2NC[C@@H](N(C2=CC1)C(C)=O)C ((S)-1-(6-bromo-2-methyl-3,4-dihydroquinoxaline-1(2H)-yl)ethan-1-one), C(C)(=O)N1[C@H](CN(C2=CC(=CC=C12)Br)C(=O)OC1CC(C1)(F)F)C (3,3-difluorocyclobutyl (S)-4-acetyl-7-bromo-3-methyl-3,4-dihydroquinoxaline-1(2H)-carboxylate). The product is C(C)(=O)N1[C@H](CN(C2=CC(=CC=C12)Br)C(=O)OC1CCOCC1)C (Tetrahydro-2H-pyran-4-yl (S)-4-acetyl-7-bromo-3-methyl-3,4-dihydroquinoxaline-1(2H)-carboxylate). As a reaction SMILES: [O:1]1[CH2:6][CH2:5][CH:4]([OH:7])[CH2:3][CH2:2]1.BrC1C=C2C(=CC=1)N(C(=O)C)[C@@H](C)CN2.[C:23]([N:26]1[C:35]2[C:30](=[CH:31][C:32]([Br:36])=[CH:33][CH:34]=2)[N:29]([C:37](OC2CC(F)(F)C2)=[O:38])[CH2:28][C@@H:27]1[CH3:46])(=[O:25])[CH3:24]>>[C:23]([N:26]1[C:35]2[C:30](=[CH:31][C:32]([Br:36])=[CH:33][CH:34]=2)[N:29]([C:37]([O:7][CH:4]2[CH2:5][CH2:6][O:1][CH2:2][CH2:3]2)=[O:38])[CH2:28][C@@H:27]1[CH3:46])(=[O:25])[CH3:24]. Procedure details: Tetrahydro-2H-pyran-4-yl (S)-4-acetyl-7-bromo-3-methyl-3,4-dihydroquinoxaline-1(2H)-carboxylate was prepared from tetrahydro-2H-pyran-4-ol and (S)-1-(6-bromo-2-methyl-3,4-dihydroquinoxaline-1(2H)-yl)ethan-1-one according to the procedure outlined above for 3,3-difluorocyclobutyl (S)-4-acetyl-7-bromo-3-methyl-3,4-dihydroquinoxaline-1(2H)-carboxylate. MS (ESI, pos. ion) m/z 397, 399 [M+1]+. Reactants: C(C)OC(=O)C=1C=C2CC(C(NC2=CC1)C1=CC(=CC=C1)Br)(C)C (2-(3-bromo-phenyl)-3,3-dimethyl-1,2,3,4-tetrahydro-quinoline-6-carboxylic acid ethyl ester), C(C)(C)N (isopropylamine), Cl.CN(CC(=O)O)C (N,N-dimethylglycine hydrochloride), C([O-])([O-])=O.[K+].[K+] (potassium carbonate). Reagents/catalysts: [Cu]I (copper(I) iodide). The solvent is CS(=O)C (dimethyl sulfoxide). Run at temperature 120 celsius, time 16 hour. The product is C(C)OC(=O)C=1C=C2CC(C(NC2=CC1)C1=CC(=CC=C1)NC(C)C)(C)C (2-(3-isopropylamino-phenyl)-3,3-dimethyl-1,2,3,4-tetrahydro-quinoline-6-carboxylic acid ethyl ester). Isolated yield 99.9%. As a reaction SMILES: [CH2:1]([O:3][C:4]([C:6]1[CH:7]=[C:8]2[C:13](=[CH:14][CH:15]=1)[NH:12][CH:11]([C:16]1[CH:21]=[CH:20][CH:19]=[C:18](Br)[CH:17]=1)[C:10]([CH3:24])([CH3:23])[CH2:9]2)=[O:5])[CH3:2].[CH:25]([NH2:28])([CH3:27])[CH3:26].Cl.CN(C)CC(O)=O.C(=O)([O-])[O-].[K+].[K+]>CS(C)=O.[Cu]I>[CH2:1]([O:3][C:4]([C:6]1[CH:7]=[C:8]2[C:13](=[CH:14][CH:15]=1)[NH:12][CH:11]([C:16]1[CH:21]=[CH:20][CH:19]=[C:18]([NH:28][CH:25]([CH3:27])[CH3:26])[CH:17]=1)[C:10]([CH3:24])([CH3:23])[CH2:9]2)=[O:5])[CH3:2] |f:2.3,4.5.6|. Procedure details: A mixture of 2-(3-bromo-phenyl)-3,3-dimethyl-1,2,3,4-tetrahydro-quinoline-6-carboxylic acid ethyl ester (970 mg, 2.5 mmol), isopropylamine (1 mL, 12.5 mmol), copper(I) iodide (285 mg, 1.5 mmol), N,N-dimethylglycine hydrochloride (280 g, 2 mmol), and potassium carbonate (3.455 g, 25 mmol) in dimethyl sulfoxide (15 mL) was stirred at 120° C. for 16 h. Then the reaction mixture cooled to room temperature. The reaction mixture was extracted with ethyl acetate (2×150 mL), washed with water (2×50 mL) ...